Dataset: the Open Reaction Database (ORD), a public repository of structured organic reaction records. Task: describe an organic reaction: reactants, conditions, products, and yield The reactants are Brc1ccc(C2OCCO2)s1, [Li]CCCC, Cc1ccc(C=O)s1, CCOC(C)=O, C1CCOC1, O. The product is Cc1ccc(C(O)c2ccc(C3OCCO3)s2)s1. Reaction SMILES: [Br:6][c:7]1[cH:8][cH:9][c:10]([CH:12]2[O:13][CH2:14][CH2:15][O:16]2)[s:11]1.[CH2:1]([Li:2])[CH2:3][CH2:4][CH3:5].[CH3:17][c:18]1[cH:19][cH:20][c:21]([CH:23]=[O:24])[s:22]1.[CH3:31][CH2:32][O:33][C:34](=[O:35])[CH3:36].[O:26]1[CH2:27][CH2:28][CH2:29][CH2:30]1.[OH2:25]>>[c:7]1([CH:23]([c:21]2[cH:20][cH:19][c:18]([CH3:17])[s:22]2)[OH:24])[cH:8][cH:9][c:10]([CH:12]2[O:13][CH2:14][CH2:15][O:16]2)[s:11]1. Starting materials: CC1=NOC(=C1COC1=CC=C(C=C1)S(=O)(=O)NC1=NC=C(C=C1C)C)C (4-{[(3,5-dimethyl-4-isoxazolyl)methyl]oxy}-N-(3,5-dimethyl-2-pyridinyl)benzenesulfonamide), CC(C)(C)N=C(N(C)C)N(C)C (N″-(1,1-dimethylethyl)-N,N,N′,N′-tetramethylguanidine), BrCC(C)C (1-bromo-2-methylpropane). Run in C(C)#N (acetonitrile). Run at time 1 hour. The product is CC1=NOC(=C1COC1=CC=C(C=C1)S(=O)(=O)N(CC(C)C)C1=NC=C(C=C1C)C)C (4-{[(3,5-dimethyl-4-isoxazolyl)methyl]oxy}-N-(3,5-dimethyl-2-pyridinyl)-N-(2-methylpropyl)benzenesulfonamide). Isolated yield 46.6%. Reaction SMILES: [CH3:1][C:2]1[C:6]([CH2:7][O:8][C:9]2[CH:14]=[CH:13][C:12]([S:15]([NH:18][C:19]3[C:24]([CH3:25])=[CH:23][C:22]([CH3:26])=[CH:21][N:20]=3)(=[O:17])=[O:16])=[CH:11][CH:10]=2)=[C:5]([CH3:27])[O:4][N:3]=1.[CH3:28][C:29](N=C(N(C)C)N(C)C)([CH3:31])[CH3:30].BrCC(C)C>C(#N)C>[CH3:1][C:2]1[C:6]([CH2:7][O:8][C:9]2[CH:14]=[CH:13][C:12]([S:15]([N:18]([C:19]3[C:24]([CH3:25])=[CH:23][C:22]([CH3:26])=[CH:21][N:20]=3)[CH2:28][CH:29]([CH3:31])[CH3:30])(=[O:17])=[O:16])=[CH:11][CH:10]=2)=[C:5]([CH3:27])[O:4][N:3]=1. Procedure details: To a solution of 4-{[(3,5-dimethyl-4-isoxazolyl)methyl]oxy}-N-(3,5-dimethyl-2-pyridinyl)benzenesulfonamide (56 mg, 0.145 mmol) in acetonitrile (1 mL) was added N″-(1,1-dimethylethyl)-N,N,N′,N′-tetramethylguanidine (25 mg, 0.145 mmol) and the mixture was stirred at room temperature for 1 hour, 1-bromo-2-methylpropane (0.031 mL, 0.289 mmol) was then added and the mixture was stirred at 70° C. for 125 hours. The mixture was concentrated in vacuo and partitioned between dichloromethane (5 mL) and wa... Reactants: OC(C#CC(=O)OCCOCCOC)C1=CC=C(C=C1)OC (2-(2-methoxyethoxy)-ethyl 4-hydroxy-4-(4-methoxyphenyl)-2-butynoate). Reagents/catalysts: [O-2].[O-2].[Mn+4] (manganese dioxide). Solvent: C(Cl)Cl (methylene chloride), C(Cl)Cl (methylene chloride). Reaction conditions: time 2 hour. Product: COC1=CC=C(C(=O)C#CC(=O)OCCOCCOC)C=C1 (2-(2-methoxyethoxy)ethyl 3-(4-methoxybenzoyl)propiolate). Reaction SMILES: [OH:1][CH:2]([C:15]1[CH:20]=[CH:19][C:18]([O:21][CH3:22])=[CH:17][CH:16]=1)[C:3]#[C:4][C:5]([O:7][CH2:8][CH2:9][O:10][CH2:11][CH2:12][O:13][CH3:14])=[O:6]>C(Cl)Cl.[O-2].[O-2].[Mn+4]>[CH3:22][O:21][C:18]1[CH:17]=[CH:16][C:15]([C:2]([C:3]#[C:4][C:5]([O:7][CH2:8][CH2:9][O:10][CH2:11][CH2:12][O:13][CH3:14])=[O:6])=[O:1])=[CH:20][CH:19]=1 |f:2.3.4|. Procedure: A solution of 9.8 g (32 mmol) of 2-(2-methoxyethoxy)-ethyl 4-hydroxy-4-(4-methoxyphenyl)-2-butynoate in 100 ml of methylene chloride was added dropwise at 0° to a suspension of 83 g (0.95 mol) of manganese dioxide in 150 ml of methylene chloride. The reaction mixture was stirred at 0° for 2 hours, filtered over magnesium sulphate and concentrated. The residue was purified by flash chromatography on 800 g of silica gel (elution agent methylene chloride/ether 4:1). There was obtained 2-(2-methoxye... Reaction SMILES: Cl[C:2]1[C:3]([NH2:9])=[N:4][CH:5]=[N:6][C:7]=1Cl.[NH2:10][C@@H:11]1[CH2:16][CH2:15][CH2:14][C@H:13]([NH:17][C:18](=[O:24])OC(C)(C)C)[CH2:12]1.[O:25]([C:32]1[CH:37]=[CH:36][C:35](B(O)O)=[CH:34][CH:33]=1)[C:26]1[CH:31]=[CH:30][CH:29]=[CH:28][CH:27]=1.[C:41](Cl)(=O)[CH:42]=C>>[NH2:9][C:3]1[N:4]=[CH:5][N:6]=[C:7]([NH:10][C@H:11]2[CH2:16][CH2:15][CH2:14][C@H:13]([NH:17][C:18](=[O:24])[CH:41]=[CH2:42])[CH2:12]2)[C:2]=1[C:29]1[CH:30]=[CH:31][C:26]([O:25][C:32]2[CH:37]=[CH:36][CH:35]=[CH:34][CH:33]=2)=[CH:27][CH:28]=1. The product is NC1=C(C(=NC=N1)N[C@@H]1C[C@H](CCC1)NC(C=C)=O)C1=CC=C(C=C1)OC1=CC=CC=C1 (N-(trans-3-((6-amino-5-(4-phenoxyphenyl)pyrimidin-4-yl)amino)cyclohexyl)acrylamide). Procedure: N-(trans-3-((6-amino-5-(4-phenoxyphenyl)pyrimidin-4-yl)amino)cyclohexyl)acrylamide was prepared from 5,6-dichloropyrimidin-4-amine, tert-butyl (cis-3-aminocyclohexyl)carbamate, (4-phenoxyphenyl)boronic acid, and acryloyl chloride using methods B, C, D, and F. HPLC purity: 100%. MS: m/z=430 [M+H]+. The reactants are ClC=1C(=NC=NC1Cl)N (5,6-dichloropyrimidin-4-amine), N[C@H]1C[C@H](CCC1)NC(OC(C)(C)C)=O (tert-butyl (cis-3-aminocyclohexyl)carbamate), O(C1=CC=CC=C1)C1=CC=C(C=C1)B(O)O ((4-phenoxyphenyl)boronic acid), C(C=C)(=O)Cl (acryloyl chloride).